Dataset: the Open Reaction Database (ORD), a public repository of structured organic reaction records. Task: describe an organic reaction: reactants, conditions, products, and yield The reactants are CCOCC, ClCCl, [K+], [K+], O=C([O-])[O-], OCCCC1CCCOC1. The product is O=CCCC1CCCOC1. Reaction SMILES: [CH3:11][CH2:12][O:13][CH2:14][CH3:15].[Cl:22][CH2:23][Cl:24].[K+:16].[K+:17].[O-:18][C:19]([O-:20])=[O:21].[O:1]1[CH2:2][CH:3]([CH2:7][CH2:8][CH2:9][OH:10])[CH2:4][CH2:5][CH2:6]1>>[O:1]1[CH2:2][CH:3]([CH2:7][CH2:8][CH:9]=[O:10])[CH2:4][CH2:5][CH2:6]1.